The task is: describe an organic reaction: reactants, conditions, products, and yield. This data is from the Open Reaction Database (ORD), a public repository of structured organic reaction records. Starting materials: O1C2CC(CCC21)C(=O)OC (Methyl 3,4-epoxycyclohexanecarboxylate), CC(COC(C)COC(C)CO)O (tripropylene glycol). The solvent is CCCCCCC (heptane). Reaction conditions: temperature 107.5 celsius, time 405 minute. Yields the product O1C2CC(CCC21)C(=O)O.CC(COC(C)COC(C)CO)O (Tripropylene glycol 3,4-epoxycyclohexanecarboxylate). Reaction SMILES: [O:1]1[CH:7]2[CH:2]1[CH2:3][CH:4]([C:8]([O:10]C)=[O:9])[CH2:5][CH2:6]2.[CH3:12][CH:13]([OH:24])[CH2:14][O:15][CH:16]([CH2:18][O:19][CH:20]([CH2:22][OH:23])[CH3:21])[CH3:17]>CCCCCCC>[O:1]1[CH:7]2[CH:2]1[CH2:3][CH:4]([C:8]([OH:10])=[O:9])[CH2:5][CH2:6]2.[CH3:12][CH:13]([OH:24])[CH2:14][O:15][CH:16]([CH2:18][O:19][CH:20]([CH2:22][OH:23])[CH3:21])[CH3:17] |f:3.4|. Procedure details: Methyl 3,4-epoxycyclohexanecarboxylate (50 g), and tripropylene glycol (33.8 g) in 60 milliliters (“mL”) of heptane were heated in a flask equipped with a 120-mL insulated Vigreaux column, Dean-Stark trap, drying tube and magnetic stirrer. The Dean-Stark trap was pre-filled with heptane. After refluxing the heptane for 60 minutes to azeotropically remove any water moisture, 0.0340 g of anhydrous sodium acetate (406 ppm by weight based on undiluted starting materials) was added as a transesterifi... The reactants are C1CNCCN1, Cc1ccccc1, COc1c(C)c(C)c2c(c1C)CCC(C)(CCOS(=O)(=O)c1ccc(C)cc1)O2, O. Product: COc1c(C)c(C)c2c(c1C)CCC(C)(CCN1CCNCC1)O2. Reaction SMILES: [CH2:1]1[CH2:2][NH:3][CH2:4][CH2:5][NH:6]1.[CH3:37][c:38]1[cH:39][cH:40][cH:41][cH:42][cH:43]1.[CH3:7][O:8][c:9]1[c:10]([CH3:35])[c:11]([CH3:34])[c:12]2[c:13]([c:32]1[CH3:33])[CH2:14][CH2:15][C:16]([CH3:18])([CH2:19][CH2:20][O:21][S:22]([c:23]1[cH:24][cH:25][c:26]([CH3:27])[cH:28][cH:29]1)(=[O:30])=[O:31])[O:17]2.[OH2:36]>>[CH2:1]1[CH2:2][N:3]([CH2:20][CH2:19][C:16]2([CH3:18])[CH2:15][CH2:14][c:13]3[c:12]([c:11]([CH3:34])[c:10]([CH3:35])[c:9]([O:8][CH3:7])[c:32]3[CH3:33])[O:17]2)[CH2:4][CH2:5][NH:6]1. Reactants: COC(=O)c1cc(Br)cc(C(=O)OC)c1, O=C([O-])[O-], Cc1ccccc1, OB(O)c1cc(C(F)(F)F)cc(C(F)(F)F)c1, [Na+], [Na+], O, c1ccc(P(c2ccccc2)c2ccccc2)cc1. Yields the product COC(=O)c1cc(C(=O)OC)cc(-c2cc(C(F)(F)F)cc(C(F)(F)F)c2)c1. As a reaction SMILES: [Br:1][c:2]1[cH:3][c:4]([C:12](=[O:13])[O:14][CH3:15])[cH:5][c:6]([C:7](=[O:8])[O:9][CH3:10])[cH:11]1.[C:33](=[O:34])([O-:35])[O-:36].[CH3:58][c:59]1[cH:60][cH:61][cH:62][cH:63][cH:64]1.[F:16][C:17]([c:18]1[cH:19][c:20]([B:28]([OH:29])[OH:30])[cH:21][c:22]([C:24]([F:25])([F:26])[F:27])[cH:23]1)([F:31])[F:32].[Na+:37].[Na+:38].[OH2:65].[c:39]1([P:40]([c:41]2[cH:42][cH:43][cH:44][cH:45][cH:46]2)[c:47]2[cH:48][cH:49][cH:50][cH:51][cH:52]2)[cH:53][cH:54][cH:55][cH:56][cH:57]1>>[c:2]1(-[c:20]2[cH:19][c:18]([C:17]([F:16])([F:31])[F:32])[cH:23][c:22]([C:24]([F:25])([F:26])[F:27])[cH:21]2)[cH:3][c:4]([C:12](=[O:13])[O:14][CH3:15])[cH:5][c:6]([C:7](=[O:8])[O:9][CH3:10])[cH:11]1. Reactants: C(C1=CC=CC=C1)OC(C[C@H](C(=O)N[C@@H](C(C)(C)C)C(NC)=O)NC(=O)OC(C)(C)C)=O (3(R)-t-butoxycarbonylamino-N-(2, 2-dimethyl-1(S)-(methylcarbamoyl)propyl)succinamic acid benzyl ester), C(C1=CC=CC=C1)OC(C[C@H](C(=O)O)C1=CN(C=C1)C1=CC=C(C=C1)C1=CC=C(C=C1)C#N)=O (2(S)-[1-(4′-cyanobiphenyl-4-yl)-1H-pyrrol-3-yl]succinic acid 4-benzyl ester), CNC([C@@H](N)C(C)(C)C)=O (L-t-leucine N-methylamide), CN(C)C(=[N+](C)C)ON1C2=C(C=CC=C2)N=N1.[B-](F)(F)(F)F (TBTU). The solvent is CCOC(=O)C (EtOAc), CO.C(Cl)Cl (MeOH CH2Cl2), CCOC(=O)C.C(Cl)Cl (EtOAc CH2Cl2). Yields the product C(C1=CC=CC=C1)OC(C[C@H](C(=O)N[C@@H](C(C)(C)C)C(NC)=O)C1=CN(C=C1)C1=CC=C(C=C1)C1=CC=C(C=C1)C#N)=O (3(S)-[1-(4′-cyanobiphenyl-4-yl)-1H-pyrrol-3-yl]-N-(2,2-dimethyl-1(S)-(methylcarbamoyl)propyl)succinamic acid benzyl ester). The yield is 66.0%. RXN SMILES: [CH2:1]([O:8][C:9](=[O:32])[CH2:10][C@@H:11](NC(OC(C)(C)C)=O)[C:12]([NH:14][C@H:15]([C:20](=[O:23])[NH:21][CH3:22])[C:16]([CH3:19])([CH3:18])[CH3:17])=[O:13])[C:2]1[CH:7]=[CH:6][CH:5]=[CH:4][CH:3]=1.C(OC(=O)C[C@@H]([C:47]1[CH:51]=[CH:50][N:49]([C:52]2[CH:57]=[CH:56][C:55]([C:58]3[CH:63]=[CH:62][C:61]([C:64]#[N:65])=[CH:60][CH:59]=3)=[CH:54][CH:53]=2)[CH:48]=1)C(O)=O)C1C=CC=CC=1.CNC(=O)[C@H](C(C)(C)C)N.CN(C(ON1N=NC2C=CC=CC1=2)=[N+](C)C)C.[B-](F)(F)(F)F>CCOC(C)=O.CO.C(Cl)Cl.CCOC(C)=O.C(Cl)Cl>[CH2:1]([O:8][C:9](=[O:32])[CH2:10][C@@H:11]([C:51]1[CH:47]=[CH:48][N:49]([C:52]2[CH:53]=[CH:54][C:55]([C:58]3[CH:63]=[CH:62][C:61]([C:64]#[N:65])=[CH:60][CH:59]=3)=[CH:56][CH:57]=2)[CH:50]=1)[C:12]([NH:14][C@H:15]([C:20](=[O:23])[NH:21][CH3:22])[C:16]([CH3:17])([CH3:18])[CH3:19])=[O:13])[C:2]1[CH:3]=[CH:4][CH:5]=[CH:6][CH:7]=1 |f:3.4,6.7,8.9|. Procedure: According to the procedure described in Example 1(b) for the preparation of 3(R)-t-butoxycarbonylamino-N-(2, 2-dimethyl-1(S)-(methylcarbamoyl)propyl)succinamic acid benzyl ester, 2(S)-[1-(4′-cyanobiphenyl-4-yl)-1H-pyrrol-3-yl]succinic acid 4-benzyl ester and L-t-leucine N-methylamide (see Malon, P.; Pancoska, P.; Budesinsky, M.; Hlavacek, J.; Pospisek, J.; Blaha, K. Coll. Czech. Chem Commun. 1983, 48, 2844-2861) were coupled with TBTU. Successive flash column chromatography with 0-30% EtOAc/CH2C... The reactants are D4, FC=1C=C(C=C(C1)C(F)(F)F)O (3-fluoro-5-(trifluoromethyl)phenol), FC1=C(C#N)C=C(C=C1)C=O (2-fluoro-5-formylbenzonitrile). Yields the product FC=1C=C(OC2=C(C#N)C=C(C=C2)C=O)C=C(C1)C(F)(F)F (2-(3-fluoro-5-(trifluoromethyl)phenoxy)-5-formylbenzonitrile). Reaction SMILES: [F:1][C:2]1[CH:3]=[C:4]([OH:12])[CH:5]=[C:6]([C:8]([F:11])([F:10])[F:9])[CH:7]=1.F[C:14]1[CH:21]=[CH:20][C:19]([CH:22]=[O:23])=[CH:18][C:15]=1[C:16]#[N:17]>>[F:1][C:2]1[CH:3]=[C:4]([CH:5]=[C:6]([C:8]([F:10])([F:11])[F:9])[CH:7]=1)[O:12][C:14]1[CH:21]=[CH:20][C:19]([CH:22]=[O:23])=[CH:18][C:15]=1[C:16]#[N:17]. Reported procedure: The title compound was prepared by a procedure similar to that described for D4 starting from 3-fluoro-5-(trifluoromethyl)phenol and 2-fluoro-5-formylbenzonitrile. The product is CCCCCCCCCC(=O)NS(=O)(=O)c1ccccc1NC(=O)c1cccc(OCc2ccc(Cl)cc2)c1. Starting materials: CCCCCCCCCC(=O)Cl, CN(C)c1ccncc1, NS(=O)(=O)c1ccccc1NC(=O)c1cccc(OCc2ccc(Cl)cc2)c1, C1CCOC1. Reaction SMILES: [C:1]([CH2:2][CH2:3][CH2:4][CH2:5][CH2:6][CH2:7][CH2:8][CH2:9][CH3:10])(=[O:11])[Cl:12].[CH3:41][N:42]([CH3:43])[c:44]1[cH:45][cH:46][n:47][cH:48][cH:49]1.[Cl:13][c:14]1[cH:15][cH:16][c:17]([CH2:18][O:19][c:20]2[cH:21][c:22]([C:23](=[O:24])[NH:25][c:26]3[c:27]([S:32]([NH2:33])(=[O:34])=[O:35])[cH:28][cH:29][cH:30][cH:31]3)[cH:36][cH:37][cH:38]2)[cH:39][cH:40]1.[O:50]1[CH2:51][CH2:52][CH2:53][CH2:54]1>>[C:1]([CH2:2][CH2:3][CH2:4][CH2:5][CH2:6][CH2:7][CH2:8][CH2:9][CH3:10])(=[O:11])[NH:33][S:32]([c:27]1[c:26]([NH:25][C:23]([c:22]2[cH:21][c:20]([O:19][CH2:18][c:17]3[cH:16][cH:15][c:14]([Cl:13])[cH:40][cH:39]3)[cH:38][cH:37][cH:36]2)=[O:24])[cH:31][cH:30][cH:29][cH:28]1)(=[O:34])=[O:35]. Starting materials: C12CC(CC(CC1)N2)C2=NC=1N(C3=C2C(CCN3)=O)N=CC1C=1C=NC(=CC1)C1=CC=CC=C1 (5-(8-azabicyclo[3.2.1]octan-3-yl)-3-(6-phenylpyridin-3-yl)-8,9-dihydropyrazolo[1,5-a]pyrido[3,2-e]pyrimidin-6(7H)-one), N1N=C(N=C1)C(=O)O (1H-1,2,4-triazole-3-carboxylic acid), C=1C=CC2=C(C1)N=NN2O (HOBt), CCN(C(C)C)C(C)C (DIEA). Solvent: CN(C)C=O (DMF), C(CCl)Cl (EDC). Reaction conditions: time 2 hour. Yields the product N=1N=C(NC1)C(=O)N1C2CC(CC1CC2)C2=NC=1N(C3=C2C(CCN3)=O)N=CC1C=1C=NC(=CC1)C1=CC=CC=C1 (5-(8-(4H-1,2,4-triazole-3-carbonyl)-8-azabicyclo[3.2.1]octan-3-yl)-3-(6-phenylpyridin-3-yl)-8,9-dihydropyrazolo[1,5-a]pyrido[3,2-e]pyrimidin-6(7H)-one). RXN SMILES: [CH:1]12[NH:8][CH:5]([CH2:6][CH2:7]1)[CH2:4][CH:3]([C:9]1[C:14]3[C:15](=[O:19])[CH2:16][CH2:17][NH:18][C:13]=3[N:12]3[N:20]=[CH:21][C:22]([C:23]4[CH:24]=[N:25][C:26]([C:29]5[CH:34]=[CH:33][CH:32]=[CH:31][CH:30]=5)=[CH:27][CH:28]=4)=[C:11]3[N:10]=1)[CH2:2]2.[NH:35]1[CH:39]=[N:38][C:37]([C:40](O)=[O:41])=[N:36]1.C1C=CC2N(O)N=NC=2C=1.CCN(C(C)C)C(C)C>CN(C=O)C.C(Cl)CCl>[N:35]1[N:36]=[C:37]([C:40]([N:8]2[CH:1]3[CH2:7][CH2:6][CH:5]2[CH2:4][CH:3]([C:9]2[C:14]4[C:15](=[O:19])[CH2:16][CH2:17][NH:18][C:13]=4[N:12]4[N:20]=[CH:21][C:22]([C:23]5[CH:24]=[N:25][C:26]([C:29]6[CH:30]=[CH:31][CH:32]=[CH:33][CH:34]=6)=[CH:27][CH:28]=5)=[C:11]4[N:10]=2)[CH2:2]3)=[O:41])[NH:38][CH:39]=1. Procedure: A mixture of 5-(8-azabicyclo[3.2.1]octan-3-yl)-3-(6-phenylpyridin-3-yl)-8,9-dihydropyrazolo[1,5-a]pyrido[3,2-e]pyrimidin-6(7H)-one (86 mg, 0.19 mmoL), 1H-1,2,4-triazole-3-carboxylic acid (25.9 mg, 0.23 mmoL), EDC (73 mg, 0.38 mmoL), HOBt (51.6 mg, 0.38 mmoL) and DIEA (199 uL, 1.15 mmoL) in DMF (4 mL) was stirred at room temperature for 2 h. Purification with prep-LC provided 5-(8-(4H-1,2,4-triazole-3-carbonyl)-8-azabicyclo[3.2.1]octan-3-yl)-3-(6-phenylpyridin-3-yl)-8,9-dihydropyrazolo[1,5-a]pyri... Starting materials: CC(=O)OCC(COC(C)=O)OCCl, CN(C)C=O, CO, ClC(Cl)Cl, [H-], Nc1nc(Cl)c2[nH]cnc2n1, [Na+], O. Yields the product CC(=O)OCC(COC(C)=O)OCn1cnc2c(Cl)nc(N)nc21. Reaction SMILES: [C:14]([CH3:15])(=[O:16])[O:17][CH2:18][CH:19]([CH2:20][O:21][C:22]([CH3:23])=[O:24])[O:25][CH2:26][Cl:27].[CH3:32][N:33]([CH3:34])[CH:35]=[O:36].[CH3:38][OH:39].[Cl:28][CH:29]([Cl:30])[Cl:31].[H-:12].[NH2:1][c:2]1[n:3][c:4]([Cl:11])[c:5]2[nH:6][cH:7][n:8][c:9]2[n:10]1.[Na+:13].[OH2:37]>>[NH2:1][c:2]1[n:3][c:4]([Cl:11])[c:5]2[n:6][cH:7][n:8]([CH2:26][O:25][CH:19]([CH2:18][O:17][C:14]([CH3:15])=[O:16])[CH2:20][O:21][C:22]([CH3:23])=[O:24])[c:9]2[n:10]1.